From a dataset of the Open Reaction Database (ORD), a public repository of structured organic reaction records. describe an organic reaction: reactants, conditions, products, and yield Run in CO (methanol), O (water). Procedure details: A solution of sodium hydroxide(2.3 g, 58 mmol) in water(20 ml) was cooled to 0° C. A solution of N-(4-acetoxyphenylethyl)acetamide(6.4 g, 29 mmol) in methanol(40 ml) was added dropwise to the soultion, stirred for 10 minutes, adjusted to pH 1 with hydrochloric acid, and then extracted 3 times with ethyl acetate. The extract was washed with water, dried over anhydrous magnesium sulfate and concentrated. The resulting oily residue was solidified with ethyl ether, filtered, and dried to give 4.4 g ... Product: OC1=CC=C(C=C1)CCNC(C)=O (N-(4-hydroxyphenylethyl)acetamide). Reaction SMILES: [OH-].[Na+].C([O:6][C:7]1[CH:12]=[CH:11][C:10]([CH2:13][CH2:14][NH:15][C:16](=[O:18])[CH3:17])=[CH:9][CH:8]=1)(=O)C.Cl>O.CO>[OH:6][C:7]1[CH:8]=[CH:9][C:10]([CH2:13][CH2:14][NH:15][C:16](=[O:18])[CH3:17])=[CH:11][CH:12]=1 |f:0.1|. The yield is 84.7%. Run at time 10 minute. The reactants are C(C)(=O)OC1=CC=C(C=C1)CCNC(C)=O (N-(4-acetoxyphenylethyl)acetamide), [OH-].[Na+] (sodium hydroxide), Cl (hydrochloric acid). The reactants are C(#N)[C-](C#N)C#N.[K+] (potassium tricyanomethanide), CS(=O)(=O)O (methanesulfonic acid), C(C)(C)O (isopropanol). Yields the product NC(=C(C#N)C#N)OC(C)C (3-amino-2-cyano-3-isopropoxy-2-propenenitrile). As a reaction SMILES: [C:1]([C-:3]([C:6]#[N:7])[C:4]#[N:5])#[N:2].[K+].CS(O)(=O)=O.[CH:14]([OH:17])([CH3:16])[CH3:15]>>[NH2:2][C:1]([O:17][CH:14]([CH3:16])[CH3:15])=[C:3]([C:6]#[N:7])[C:4]#[N:5] |f:0.1|. Reported procedure: In the manner of Example V A, 129.2 g of potassium tricyanomethanide and 1000 ml of isopropanol were treated with 65 ml (96 g) of methanesulfonic acid to yield 104 g of 3-amino-2-cyano-3-isopropoxy-2-propenenitrile, which was used as an intermediate without further purification. The ir spectrum was consistent with the assigned structure. The reactants are CCOCCOc1c(C)cc(OB([O-])[O-])cc1C, CN(Cc1ccc(NC(=O)C2=Cc3cc(Br)ccc3S(=O)(=O)CC2)cc1)C1CCOCC1, O=C([O-])[O-], CCO, Cc1ccccc1, [K+], [K+]. Product: CCOCCOc1c(C)cc(-c2ccc3c(c2)C=C(C(=O)Nc2ccc(CN(C)C4CCOCC4)cc2)CCS3(=O)=O)cc1C. RXN SMILES: [B:33]([O-:34])([O-:49])[O:50][c:35]1[cH:36][c:37]([CH3:48])[c:38]([O:42][CH2:43][CH2:44][O:45][CH2:46][CH3:47])[c:39]([CH3:41])[cH:40]1.[Br:1][c:2]1[cH:3][cH:4][c:5]2[c:6]([cH:32]1)[CH:7]=[C:8]([C:14](=[O:15])[NH:16][c:17]1[cH:18][cH:19][c:20]([CH2:23][N:24]([CH:25]3[CH2:26][CH2:27][O:28][CH2:29][CH2:30]3)[CH3:31])[cH:21][cH:22]1)[CH2:9][CH2:10][S:11]2(=[O:12])=[O:13].[C:51](=[O:52])([O-:53])[O-:54].[CH3:57][CH2:58][OH:59].[CH3:60][c:61]1[cH:62][cH:63][cH:64][cH:65][cH:66]1.[K+:55].[K+:56]>>[c:2]1(-[c:35]2[cH:36][c:37]([CH3:48])[c:38]([O:42][CH2:43][CH2:44][O:45][CH2:46][CH3:47])[c:39]([CH3:41])[cH:40]2)[cH:3][cH:4][c:5]2[c:6]([cH:32]1)[CH:7]=[C:8]([C:14](=[O:15])[NH:16][c:17]1[cH:18][cH:19][c:20]([CH2:23][N:24]([CH:25]3[CH2:26][CH2:27][O:28][CH2:29][CH2:30]3)[CH3:31])[cH:21][cH:22]1)[CH2:9][CH2:10][S:11]2(=[O:12])=[O:13]. Starting materials: Cc1cc2c(C(F)(F)F)c(C#N)ccc2[nH]1, CC(Cl)CO. Product: Cc1cc2c(C(F)(F)F)c(C#N)ccc2n1C(C)CO. Reaction SMILES: [CH3:1][c:2]1[nH:3][c:4]2[cH:5][cH:6][c:7]([C:15]#[N:16])[c:8]([C:11]([F:12])([F:13])[F:14])[c:9]2[cH:10]1.[Cl:17][CH:18]([CH2:19][OH:20])[CH3:21]>>[CH3:1][c:2]1[n:3]([CH:18]([CH2:19][OH:20])[CH3:21])[c:4]2[cH:5][cH:6][c:7]([C:15]#[N:16])[c:8]([C:11]([F:12])([F:13])[F:14])[c:9]2[cH:10]1.